From a dataset of the Open Reaction Database (ORD), a public repository of structured organic reaction records. describe an organic reaction: reactants, conditions, products, and yield Reactants: CN(C)CC(=O)O, CCN=C=NCCCN(C)C, CCN(C(C)C)C(C)C, Cl, CN(C)C=O, On1nnc2ccccc21, CC(N)c1cccc(-c2cccnc2)c1. Yields the product CC(NC(=O)CN(C)C)c1cccc(-c2cccnc2)c1. Reaction SMILES: [CH3:1][N:2]([CH3:3])[CH2:4][C:5](=[O:6])[OH:7].[CH3:23][CH2:24][N:25]=[C:26]=[N:27][CH2:28][CH2:29][CH2:30][N:31]([CH3:32])[CH3:33].[CH:45]([N:46]([CH:47]([CH3:48])[CH3:49])[CH2:50][CH3:51])([CH3:52])[CH3:53].[ClH:34].[O:54]=[CH:55][N:56]([CH3:57])[CH3:58].[OH:35][n:36]1[c:37]2[c:38]([cH:39][cH:40][cH:41][cH:42]2)[n:43][n:44]1.[n:8]1[cH:9][c:10](-[c:14]2[cH:15][c:16]([CH:20]([CH3:21])[NH2:22])[cH:17][cH:18][cH:19]2)[cH:11][cH:12][cH:13]1>>[CH3:1][N:2]([CH3:3])[CH2:4][C:5](=[O:7])[NH:22][CH:20]([c:16]1[cH:15][c:14](-[c:10]2[cH:9][n:8][cH:13][cH:12][cH:11]2)[cH:19][cH:18][cH:17]1)[CH3:21]. Starting materials: C(C)OC=1C=C2C=CC(=CC2=CC1)C(C(C)C)(O)C=1N=CN(C1)C(C1=CC=CC=C1)(C1=CC=CC=C1)C1=CC=CC=C1 (1-(6-Ethoxynaphthalen-2-yl)-1-(1-trityl-1H-imidazol-4-yl)-2-methyl-1-propanol). The reagents and catalysts are [C].[Pd] (palladium carbon). Solvent: C(C)(=O)O (acetic acid). Reaction conditions: temperature 60 celsius, time 3 hour. Product: C(C)OC=1C=C2C=CC(=CC2=CC1)C(C(C)C)(O)C=1N=CNC1 (1-(6-ethoxynaphthalen-2-yl)-1-(1H-imidazol-4-yl)-2-methyl-1-propanol). The yield is 62.3%. As a reaction SMILES: [CH2:1]([O:3][C:4]1[CH:5]=[C:6]2[C:11](=[CH:12][CH:13]=1)[CH:10]=[C:9]([C:14]([C:19]1[N:20]=[CH:21][N:22](C(C3C=CC=CC=3)(C3C=CC=CC=3)C3C=CC=CC=3)[CH:23]=1)([OH:18])[CH:15]([CH3:17])[CH3:16])[CH:8]=[CH:7]2)[CH3:2]>C(O)(=O)C.[C].[Pd]>[CH2:1]([O:3][C:4]1[CH:5]=[C:6]2[C:11](=[CH:12][CH:13]=1)[CH:10]=[C:9]([C:14]([C:19]1[N:20]=[CH:21][NH:22][CH:23]=1)([OH:18])[CH:15]([CH3:17])[CH3:16])[CH:8]=[CH:7]2)[CH3:2] |f:2.3|. Procedure details: 1-(6-Ethoxynaphthalen-2-yl)-1-(1-trityl-1H-imidazol-4-yl)-2-methyl-1-propanol (0.60 g) was dissolved in acetic acid (10 ml) and 10% palladium carbon (0.2 g) was added and the mixture was stirred at 50° C. for 2 h and at 60° C. for 3 h under a hydrogen atmosphere. The catalyst was filtered off and the filtrate was concentrated to dryness. Recrystallization from THF-ethyl acetate gave the title compound (0.21 g) as a colorless crystalline powder. The reactants are O=C1CCN(CC1)C1=CC=C(C=C1)NS(=O)(=O)C1=CC=C(C=C1)NC(C)=O (N-{4-[4-(4-Oxo-piperidine-1-yl)-phenylsulfamoyl]-phenyl}-acetamide), O[C@H](COC1=CC=CC=2NC(NC21)=O)CN ((S)-4-[2-hydroxy-3-aminopropoxy]-1,3-dihydro-2H-benzimidazol-2-one). The product is O[C@@H](CNC1CCN(CC1)C1=CC=C(NS(=O)(=O)C2=CC=C(C=C2)NC(C)=O)C=C1)COC1=CC=CC=2NC(NC21)=O (N-[4-({4-[4-({(2S)-2-Hydroxy-3-[(2-oxo-2,3-dihydro-1H-benzimidazol-4-yl)oxy]propyl}amino)-1-piperidineyl]anilino}sulfonyl)phenyl]acetamide). As a reaction SMILES: O=[C:2]1[CH2:7][CH2:6][N:5]([C:8]2[CH:13]=[CH:12][C:11]([NH:14][S:15]([C:18]3[CH:23]=[CH:22][C:21]([NH:24][C:25](=[O:27])[CH3:26])=[CH:20][CH:19]=3)(=[O:17])=[O:16])=[CH:10][CH:9]=2)[CH2:4][CH2:3]1.[OH:28][C@@H:29]([CH2:42][NH2:43])[CH2:30][O:31][C:32]1[C:40]2[NH:39][C:38](=[O:41])[NH:37][C:36]=2[CH:35]=[CH:34][CH:33]=1>>[OH:28][C@H:29]([CH2:30][O:31][C:32]1[C:40]2[NH:39][C:38](=[O:41])[NH:37][C:36]=2[CH:35]=[CH:34][CH:33]=1)[CH2:42][NH:43][CH:2]1[CH2:7][CH2:6][N:5]([C:8]2[CH:13]=[CH:12][C:11]([NH:14][S:15]([C:18]3[CH:19]=[CH:20][C:21]([NH:24][C:25](=[O:27])[CH3:26])=[CH:22][CH:23]=3)(=[O:16])=[O:17])=[CH:10][CH:9]=2)[CH2:4][CH2:3]1. Procedure: The title compound was prepared from N-{4-[4-(4-oxo-piperidine-1-yl)-phenylsulfamoyl]-phenyl}-acetamide (which was obtained in Example 216) and (S)-4-[2-hydroxy-3-aminopropoxy]-1,3-dihydro-2H-benzimidazol-2-one (U.S. Pat. No. 5,786,356/1998) according to the procedure of Example 255 as a white solid; 1H NMR (300 MHz, DMSO-d6) δ 1.60-1.80 (m, 2H), 2.00-2.15 (m, 2H), 2.06 (s, 3H), 2.50-2.70 (m, 2H), 2.90-3.20 (m, 3H), 3.60-3.75 (m, 2H), 4.15-4.25 (m, 1H), 5.70 (brs, 1H), 6.61 (t, J=8.7 Hz, 1H), 6.... The reactants are O=C([O-])O, CCCCCCCSCc1nc2ccccc2c(OCc2ccccc2)c1C, [Na+], O=C(O)C(F)(F)F, CSc1ccccc1. The product is CCCCCCCSCc1[nH]c2ccccc2c(=O)c1C. As a reaction SMILES: [C:37](=[O:38])([O-:39])[OH:40].[CH2:1]([c:2]1[cH:3][cH:4][cH:5][cH:6][cH:7]1)[O:8][c:9]1[c:10]([CH3:28])[c:11]([CH2:19][S:20][CH2:21][CH2:22][CH2:23][CH2:24][CH2:25][CH2:26][CH3:27])[n:12][c:13]2[cH:14][cH:15][cH:16][cH:17][c:18]12.[Na+:41].[OH:42][C:43]([C:44]([F:45])([F:46])[F:47])=[O:48].[c:29]1([S:30][CH3:31])[cH:32][cH:33][cH:34][cH:35][cH:36]1>>[O:8]=[c:9]1[c:10]([CH3:28])[c:11]([CH2:19][S:20][CH2:21][CH2:22][CH2:23][CH2:24][CH2:25][CH2:26][CH3:27])[nH:12][c:13]2[cH:14][cH:15][cH:16][cH:17][c:18]12.